Dataset: the Open Reaction Database (ORD), a public repository of structured organic reaction records. Task: describe an organic reaction: reactants, conditions, products, and yield Starting materials: C(C)(C)(C)OC(=O)N1C[C@H]([C@@H](CC1)N=[N+]=[N-])O ((±)-trans-4-azido-3-hydroxy-piperidine-1-carboxylic acid tert-butyl ester), [H][H] (hydrogen). Reagents/catalysts: [Pd] (palladium on carbon). Solvent: CO (methanol). Yields the product C(C)(C)(C)OC(=O)N1C[C@H]([C@@H](CC1)N)O ((±)-trans-4-amino-3-hydroxy-piperidine-1-carboxylic acid tert-butyl ester). RXN SMILES: [C:1]([O:5][C:6]([N:8]1[CH2:13][CH2:12][C@@H:11]([N:14]=[N+]=[N-])[C@H:10]([OH:17])[CH2:9]1)=[O:7])([CH3:4])([CH3:3])[CH3:2].[H][H]>CO.[Pd]>[C:1]([O:5][C:6]([N:8]1[CH2:13][CH2:12][C@@H:11]([NH2:14])[C@H:10]([OH:17])[CH2:9]1)=[O:7])([CH3:4])([CH3:2])[CH3:3]. Procedure details: To a stirred solution of (±)-trans-4-azido-3-hydroxy-piperidine-1-carboxylic acid tert-butyl ester (10 mmol, 2.42 g) in methanol (25 mL) was added 10% palladium on carbon (0.5 g, wet), and the resultant reaction mixture was subjected to hydrogenation using a balloon full of hydrogen for 8 h. The catalyst was filtered through a pad of celite, and the pad was with methanol (25 mL). The combined filtrate was concentrated under reduced pressure to provide (±)-trans-4-amino-3-hydroxy-piperidine-1-car... The reactants are C1COC2(CCC(CC2)=O)O1 (1,4-cyclohexanedione monoethylene ketal), Grignard reagent, [Mg] (magnesium), BrC1=CC2=C(OCCO2)C=C1 (6-bromo-1,4-benzodioxane). Solvent: C1CCOC1 (THF). Conditions: time 16 hour. Yields the product O1CCOC2=C1C=CC(=C2)C2(CCC(CC2)=O)O (4-(1,4-benzodioxan-6-yl)-4-hydroxycyclohexanone). As a reaction SMILES: C1O[C:4]2([CH2:9][CH2:8][C:7](=[O:10])[CH2:6][CH2:5]2)[O:3]C1.[Mg].Br[C:14]1[CH:23]=[CH:22][C:17]2[O:18][CH2:19][CH2:20][O:21][C:16]=2[CH:15]=1>C1COCC1>[O:18]1[C:17]2[CH:22]=[CH:23][C:14]([C:7]3([OH:10])[CH2:8][CH2:9][C:4](=[O:3])[CH2:5][CH2:6]3)=[CH:15][C:16]=2[O:21][CH2:20][CH2:19]1. Procedure: A solution of 1,4-cyclohexanedione monoethylene ketal (7.8 g, 50 mmole) in 50 ml dry THF was added to a of the Grignard reagent prepared from magnesium metal (1.34 g, 55 mmole) and 6-bromo-1,4-benzodioxane (10.75 g, 50 mmole). The mixture was stirred for 16 hr, quenched with saturated NH4Cl and extracted with ether. The ether extracts were dried with Na2SO4 and the solvent removed in vacuo. Acetone (75 ml) and 1N HCl (75 ml) were added and the solution was stirred 18 hr to give a tan precipitate... The reactants are OO (hydrogen peroxide), OO (hydrogen peroxide), ON1C(CC(CC1(C)C)CCCCNC1=NC(=NC(=N1)NCCCCC1CC(N(C(C1)(C)C)O)(C)C)Cl)(C)C (2,4-bis[N-(1-oxyl-2,2,6,6-tetramethylpiperidin-4-yl)butylamino]-6-chloro-s-triazine), ferrous chloride tetrahydrate, C(C)(C)(C)O (tert-butyl alcohol), S(=O)([O-])[O-].[Na+].[Na+] (sodium sulfite), peroxide. Run in O (water), C(C)(=O)OCC (ethyl acetate). Reaction conditions: temperature 42.5 celsius. The product is OC(CON1C(CC(CC1(C)C)CCCCNC1=NC(=NC(=N1)NCCCCC1CC(N(C(C1)(C)C)OCC(C)(O)C)(C)C)Cl)(C)C)(C)C (2,4-Bis {N-[1-(2-hydroxy-2-methylpropoxy)-2,2,6,6-tetramethylpiperidin-4-yl]butylamino}-6-chloro-s-triazine). The yield is 99.9%. As a reaction SMILES: OO.[OH:3][N:4]1[C:9]([CH3:11])([CH3:10])[CH2:8][CH:7]([CH2:12][CH2:13][CH2:14][CH2:15][NH:16][C:17]2[N:22]=[C:21]([NH:23][CH2:24][CH2:25][CH2:26][CH2:27][CH:28]3[CH2:33][C:32]([CH3:35])([CH3:34])[N:31]([OH:36])[C:30]([CH3:38])([CH3:37])[CH2:29]3)[N:20]=[C:19]([Cl:39])[N:18]=2)[CH2:6][C:5]1([CH3:41])[CH3:40].S([O-])([O-])=O.[Na+].[Na+].[C:48]([OH:52])([CH3:51])([CH3:50])[CH3:49]>O.C(OCC)(=O)C>[OH:52][C:48]([CH3:51])([CH3:50])[CH2:49][O:36][N:31]1[C:32]([CH3:35])([CH3:34])[CH2:33][CH:28]([CH2:27][CH2:26][CH2:25][CH2:24][NH:23][C:21]2[N:22]=[C:17]([NH:16][CH2:15][CH2:14][CH2:13][CH2:12][CH:7]3[CH2:6][C:5]([CH3:41])([CH3:40])[N:4]([O:3][CH2:49][C:48]([CH3:51])([OH:52])[CH3:50])[C:9]([CH3:11])([CH3:10])[CH2:8]3)[N:18]=[C:19]([Cl:39])[N:20]=2)[CH2:29][C:30]1([CH3:38])[CH3:37] |f:2.3.4|. Procedure: A total of 40 g (0.59 mol) of 50% aqueous hydrogen peroxide is added in two portions over five hours to a mixture of 43.2 g (0.076 mol) of 2,4-bis[N-(1-oxyl-2,2,6,6-tetramethylpiperidin-4-yl)butylamino]-6-chloro-s-triazine and 7.0 g (0.035 mol) of ferrous chloride tetrahydrate in 150 g of tert-butyl alcohol and 15 g of water. Another portion of 50% aqueous hydrogen peroxide (3 g, 0.044 mol) is added to the reaction mixture while the temperature is maintained at 40-45° C. for 2.25 hours. The reac... Reactants: acid chloride, C(C)OC(C(C)(C)C=1C=NC(=C(C1)OCC)N)=O (2-(6-amino-5-ethoxy-pyridin-3-yl)-2-methyl-propionic acid ethyl ester), ClC=1C=C2C=C(NC2=CC1)C(=O)O (5-chloro-1H-indole-2-carboxylic acid), C(C(=O)Cl)(=O)Cl (oxalyl chloride). Run in CN(C)C=O (DMF), N1=CC=CC=C1 (pyridine), C(Cl)Cl (methylene chloride), C(Cl)Cl (methylene chloride), C(Cl)Cl (methylene chloride), CN(C)C=O (DMF). Reaction conditions: time 45 minute. The product is C(C)OC(C(C)(C)C=1C=NC(=C(C1)OCC)NC(=O)C=1NC2=CC=C(C=C2C1)Cl)=O (2-{6-[(5-Chloro-1H-indole-2-carbonyl)-amino]-5-ethoxy-pyridin-3-yl}-2-methyl-propionic acid ethyl ester). The yield is 7.0%. RXN SMILES: [Cl:1][C:2]1[CH:3]=[C:4]2[C:8](=[CH:9][CH:10]=1)[NH:7][C:6]([C:11]([OH:13])=O)=[CH:5]2.C(Cl)(=O)C(Cl)=O.[CH2:20]([O:22][C:23](=[O:37])[C:24]([C:27]1[CH:28]=[N:29][C:30]([NH2:36])=[C:31]([O:33][CH2:34][CH3:35])[CH:32]=1)([CH3:26])[CH3:25])[CH3:21]>C(Cl)Cl.CN(C=O)C.N1C=CC=CC=1>[CH2:20]([O:22][C:23](=[O:37])[C:24]([C:27]1[CH:28]=[N:29][C:30]([NH:36][C:11]([C:6]2[NH:7][C:8]3[C:4]([CH:5]=2)=[CH:3][C:2]([Cl:1])=[CH:10][CH:9]=3)=[O:13])=[C:31]([O:33][CH2:34][CH3:35])[CH:32]=1)([CH3:26])[CH3:25])[CH3:21]. Procedure: To a slurry of 0.31 mmol of 5-chloro-1H-indole-2-carboxylic acid in methylene chloride (1.5 mL) was added 0.4 mL of 1M oxalyl chloride solution in methylene chloride. A solution of DMF (0.031 mL) in methylene chloride (1 mL) was then added dropwise to the slurry. After shaking for 45 min., the acid chloride solution was added dropwise to a solution of 2-(6-amino-5-ethoxy-pyridin-3-yl)-2-methyl-propionic acid ethyl ester in DMF (0.5 mL) and pyridine (0.25 mL). The reaction mixture was then shaken... Starting materials: COc1ccccc1N, O=S(=O)(Cl)c1ccc2ccccc2c1. Yields the product COc1ccccc1NS(=O)(=O)c1ccc2ccccc2c1. As a reaction SMILES: [CH3:1][O:2][c:3]1[c:4]([NH2:9])[cH:5][cH:6][cH:7][cH:8]1.[cH:10]1[c:11]([S:20](=[O:21])(=[O:22])[Cl:23])[cH:12][cH:13][c:14]2[cH:15][cH:16][cH:17][cH:18][c:19]12>>[CH3:1][O:2][c:3]1[c:4]([NH:9][S:20]([c:11]2[cH:10][c:19]3[c:14]([cH:13][cH:12]2)[cH:15][cH:16][cH:17][cH:18]3)(=[O:21])=[O:22])[cH:5][cH:6][cH:7][cH:8]1. Starting materials: Clc1cccc(Cl)c1CBr, O=C1CNc2ncc(I)cc2N1. Yields the product O=C1CNc2ncc(I)cc2N1Cc1c(Cl)cccc1Cl. Reaction SMILES: [Cl:13][c:14]1[c:15]([CH2:16][Br:17])[c:18]([Cl:22])[cH:19][cH:20][cH:21]1.[I:1][c:2]1[cH:3][c:4]2[c:5]([n:11][cH:12]1)[NH:6][CH2:7][C:8](=[O:10])[NH:9]2>>[I:1][c:2]1[cH:3][c:4]2[c:5]([n:11][cH:12]1)[NH:6][CH2:7][C:8](=[O:10])[N:9]2[CH2:16][c:15]1[c:14]([Cl:13])[cH:21][cH:20][cH:19][c:18]1[Cl:22].